This data is from the Open Reaction Database (ORD), a public repository of structured organic reaction records. The task is: describe an organic reaction: reactants, conditions, products, and yield Starting materials: O=C([O-])[O-], CC#N, ClCCl, CC(C)(C)OC(=O)Nc1ccc(F)cc1Nc1ncc([N+](=O)[O-])c(SC#N)n1, [K+], [K+], NC1CCC(O)CC1. Yields the product CC(C)(C)OC(=O)Nc1ccc(F)cc1Nc1ncc([N+](=O)[O-])c(NC2CCC(O)CC2)n1. RXN SMILES: [C:1](=[O:2])([O-:3])[O-:4].[CH3:43][C:44]#[N:45].[Cl:46][CH2:47][Cl:48].[F:7][c:8]1[cH:9][c:10]([NH:22][c:23]2[n:24][cH:25][c:26]([N+:32](=[O:33])[O-:34])[c:27]([S:29][C:30]#[N:31])[n:28]2)[c:11]([NH:14][C:15]([O:16][C:17]([CH3:18])([CH3:19])[CH3:20])=[O:21])[cH:12][cH:13]1.[K+:5].[K+:6].[OH:35][CH:36]1[CH2:37][CH2:38][CH:39]([NH2:42])[CH2:40][CH2:41]1>>[F:7][c:8]1[cH:9][c:10]([NH:22][c:23]2[n:24][cH:25][c:26]([N+:32](=[O:33])[O-:34])[c:27]([NH:42][CH:39]3[CH2:38][CH2:37][CH:36]([OH:35])[CH2:41][CH2:40]3)[n:28]2)[c:11]([NH:14][C:15]([O:16][C:17]([CH3:18])([CH3:19])[CH3:20])=[O:21])[cH:12][cH:13]1.